Dataset: the Open Reaction Database (ORD), a public repository of structured organic reaction records. Task: describe an organic reaction: reactants, conditions, products, and yield The reactants are N#CCBr, O=C([O-])[O-], N#Cc1ccc2[nH]c(C(F)F)cc2c1Cl, [Cs+], [Cs+]. The product is N#CCn1c(C(F)F)cc2c(Cl)c(C#N)ccc21. Reaction SMILES: [Br:16][CH2:17][C:18]#[N:19].[C:20](=[O:21])([O-:22])[O-:23].[Cl:1][c:2]1[c:3]2[cH:4][c:5]([CH:13]([F:14])[F:15])[nH:6][c:7]2[cH:8][cH:9][c:10]1[C:11]#[N:12].[Cs+:24].[Cs+:25]>>[Cl:1][c:2]1[c:3]2[cH:4][c:5]([CH:13]([F:14])[F:15])[n:6]([CH2:17][C:18]#[N:19])[c:7]2[cH:8][cH:9][c:10]1[C:11]#[N:12].